Dataset: the Open Reaction Database (ORD), a public repository of structured organic reaction records. Task: describe an organic reaction: reactants, conditions, products, and yield Reactants: CO, COCC1CO1, NCc1ccncc1. Yields the product COCC(O)CNCc1ccncc1. Reaction SMILES: [CH3:15][OH:16].[CH3:1][O:2][CH2:3][CH:4]1[CH2:5][O:6]1.[cH:7]1[cH:8][c:9]([CH2:13][NH2:14])[cH:10][cH:11][n:12]1>>[CH3:1][O:2][CH2:3][CH:4]([CH2:5][NH:14][CH2:13][c:9]1[cH:8][cH:7][n:12][cH:11][cH:10]1)[OH:6].